From a dataset of the Open Reaction Database (ORD), a public repository of structured organic reaction records. describe an organic reaction: reactants, conditions, products, and yield Starting materials: [BH4-], O=Cc1cc(Br)cc(Br)c1, CO, Cl, [Na+]. The product is OCc1cc(Br)cc(Br)c1. RXN SMILES: [BH4-:1].[Br:3][c:4]1[cH:5][c:6]([CH:7]=[O:8])[cH:9][c:10]([Br:12])[cH:11]1.[CH3:14][OH:15].[ClH:13].[Na+:2]>>[Br:3][c:4]1[cH:5][c:6]([CH2:7][OH:8])[cH:9][c:10]([Br:12])[cH:11]1. Starting materials: ClC1=NC(=C(C(=N1)Cl)CCl)C (2,4-dichloro-5-chloromethyl-6-methyl-pyrimidine), C1=C(O)C(C)=CC=C1C(C)C (carvacrol), crude product, C1=C(O)C(C)=CC=C1C(C)C (carvacrol), CC(C)(C)[O-].[K+] (KOtBu), CC(C)(C)[O-].[K+] (KOtBu). Solvent: CC(=O)N(C)C (DMA), hexanes. Run at time 18 hour. Yields the product ClC1=NC(=C(C(=N1)Cl)COC1=C(C=CC(=C1)C(C)C)C)C (2,4-dichloro-5-(5-isopropyl-2-methyl-phenoxymethyl)-6-methyl-pyrimidine). As a reaction SMILES: [Cl:1][C:2]1[N:7]=[C:6]([Cl:8])[C:5]([CH2:9]Cl)=[C:4]([CH3:11])[N:3]=1.[CH:12]1[C:19]([CH:20]([CH3:22])[CH3:21])=[CH:18][CH:17]=[C:15]([CH3:16])[C:13]=1[OH:14].CC([O-])(C)C.[K+]>CC(N(C)C)=O>[Cl:1][C:2]1[N:7]=[C:6]([Cl:8])[C:5]([CH2:9][O:14][C:13]2[CH:12]=[C:19]([CH:20]([CH3:21])[CH3:22])[CH:18]=[CH:17][C:15]=2[CH3:16])=[C:4]([CH3:11])[N:3]=1 |f:2.3|. Procedure: To a solution of 2,4-dichloro-5-chloromethyl-6-methyl-pyrimidine (17.4 g, 82.7 mmol) and carvacrol (6.21 g, 41.4 mmol) in DMA (166 mL) at 0° C. under nitrogen with magnetic stirring is added KOtBu (42 mL of 1 M in THF, 42 mmol) in dropwise fashion over 20 min. The resulting redish-orange colored solution is allowed to slowly warm to ambient temperature (˜2 h) and stir for 18 h. The reaction mixture is re-cooled to 0° C. and another portion of carvacrol is added (6.21, 41.4 mmol) followed by drop...